describe an organic reaction: reactants, conditions, products, and yield From a dataset of the Open Reaction Database (ORD), a public repository of structured organic reaction records. Starting materials: BrCc1ccccc1Br, CC(C)(C)S, Cc1ccccc1, CO, [Na+], [OH-], O. Product: CC(C)(C)SCc1ccccc1Br. Reaction SMILES: [Br:8][c:9]1[c:10]([CH2:11][Br:12])[cH:13][cH:14][cH:15][cH:16]1.[C:1]([CH3:2])([CH3:3])([CH3:4])[SH:5].[CH3:17][c:18]1[cH:19][cH:20][cH:21][cH:22][cH:23]1.[CH3:24][OH:25].[Na+:7].[OH-:6].[OH2:26]>>[C:1]([CH3:2])([CH3:3])([CH3:4])[S:5][CH2:11][c:10]1[c:9]([Br:8])[cH:16][cH:15][cH:14][cH:13]1. Starting materials: CCN(CC)c1ncc(C(=O)O)nc1OC(C)C, CCC(N)(CC)C(=O)OC, CCCOc1nc(C(=O)NC(CO)CC(C)C)cnc1N1CCCC1. Product: CCN(CC)c1ncc(C(=O)NC(CC)(CC)C(=O)OC)nc1OC(C)C. Reaction SMILES: [CH2:26]([CH3:27])[N:28]([c:29]1[n:30][cH:31][c:32]([C:39](=[O:40])[OH:41])[n:33][c:34]1[O:35][CH:36]([CH3:37])[CH3:38])[CH2:42][CH3:43].[CH3:44][O:45][C:46]([C:47]([CH2:48][CH3:49])([CH2:50][CH3:51])[NH2:52])=[O:53].[OH:1][CH2:2][CH:3]([NH:4][C:5]([c:6]1[cH:7][n:8][c:9]([N:10]2[CH2:11][CH2:12][CH2:13][CH2:14]2)[c:15]([O:16][CH2:17][CH2:18][CH3:19])[n:20]1)=[O:21])[CH2:22][CH:23]([CH3:24])[CH3:25]>>[CH2:26]([CH3:27])[N:28]([c:29]1[n:30][cH:31][c:32]([C:39](=[O:41])[NH:52][C:47]([C:46]([O:45][CH3:44])=[O:53])([CH2:48][CH3:49])[CH2:50][CH3:51])[n:33][c:34]1[O:35][CH:36]([CH3:37])[CH3:38])[CH2:42][CH3:43]. Starting materials: C(C)(C)(C)C1=CC=C(C=C1)C1=CC=CN2C1=NS(CC2)(=O)=O (9-(4-tert-butylphenyl)-3,4-dihydropyrido[2,1-c][1,2,4]thiadiazine 2,2-dioxide). The reagents and catalysts are [C].[Rh] (rhodium-carbon), [C].[Pd] (palladium-carbon), [Pt](=O)=O (platinum dioxide). Run in C1CCOC1 (THF), C(C)O (ethanol). Product: C(C)(C)(C)C1=CC=C(C=C1)C1CCCN2C1=NS(CC2)(=O)=O (9-(4-tert-butylphenyl)-3,4,6,7,8,9-hexahydropyrido[2,1-c][1,2,4]thiadiazine 2,2-dioxide). Isolated yield 23.0%. RXN SMILES: [C:1]([C:5]1[CH:10]=[CH:9][C:8]([C:11]2[C:16]3=[N:17][S:18](=[O:22])(=[O:21])[CH2:19][CH2:20][N:15]3[CH:14]=[CH:13][CH:12]=2)=[CH:7][CH:6]=1)([CH3:4])([CH3:3])[CH3:2]>C1COCC1.C(O)C.[C].[Pd].[C].[Rh].[Pt](=O)=O>[C:1]([C:5]1[CH:10]=[CH:9][C:8]([CH:11]2[C:16]3=[N:17][S:18](=[O:21])(=[O:22])[CH2:19][CH2:20][N:15]3[CH2:14][CH2:13][CH2:12]2)=[CH:7][CH:6]=1)([CH3:4])([CH3:2])[CH3:3] |f:3.4,5.6|. Procedure: A mixture of 10% palladium-carbon (50% wet, 15 mg) and 9-(4-tert-butylphenyl)-3,4-dihydropyrido[2,1-c][1,2,4]thiadiazine 2,2-dioxide (150 mg) in THF (25 mL) and ethanol (25 mL) was stirred under a hydrogen atmosphere at room temperature, and stirred under a hydrogen atmosphere (3.5 atm) for 1 hr. To the reaction mixture was added 5% rhodium-carbon (50% wet, 15 mg), and the mixture was stirred under a hydrogen atmosphere (3.5 atm) for 4 hr. To the reaction mixture was added platinum dioxide (15 m... The reactants are C(C)N(C(C)C)C(C)C (N-ethyl-N-isopropylpropan-2-amine), O1C(CCCC1)ON (O-(tetrahydro-2H-pyran-2-yl)hydroxylamine), C(CC)P1(OP(OP(O1)(=O)CCC)(=O)CCC)=O (T3P), FC1=C(C=CC=C1OC)C1=NOC(=C1)CC[C@](C(=O)O)(S(=O)(=O)C)C ((2R)-4-[3-(2-fluoro-3-methoxyphenyl)isoxazol-5-yl]-2-methyl-2-(methylsulfonyl)butanoic acid). The reagents and catalysts are CN(C)C1=CC=NC=C1 (N,N-Dimethy-4-aminopyridine). The solvent is O (Water), C(C)(=O)OCC (ethyl acetate), C(C)(=O)OCC (ethyl acetate). Conditions: time 30 minute. Product: FC1=C(C=CC=C1OC)C1=NOC(=C1)CC[C@](C(=O)NOC1OCCCC1)(S(=O)(=O)C)C ((2R)-4-[3-(2-fluoro-3-methoxyphenyl)isoxazol-5-yl]-2-methyl-2-(methylsulfonyl)-N-(tetrahydro-2H-pyran-2-yloxy)butanamide). Yield: 44.4%. RXN SMILES: C(N(C(C)C)C(C)C)C.C(P1(=O)OP(CCC)(=O)OP(CCC)(=O)O1)CC.[F:28][C:29]1[C:34]([O:35][CH3:36])=[CH:33][CH:32]=[CH:31][C:30]=1[C:37]1[CH:41]=[C:40]([CH2:42][CH2:43][C@@:44]([CH3:52])([S:48]([CH3:51])(=[O:50])=[O:49])[C:45](O)=[O:46])[O:39][N:38]=1.[O:53]1[CH2:58][CH2:57][CH2:56][CH2:55][CH:54]1[O:59][NH2:60]>CN(C1C=CN=CC=1)C.C(OCC)(=O)C.O>[F:28][C:29]1[C:34]([O:35][CH3:36])=[CH:33][CH:32]=[CH:31][C:30]=1[C:37]1[CH:41]=[C:40]([CH2:42][CH2:43][C@@:44]([CH3:52])([S:48]([CH3:51])(=[O:49])=[O:50])[C:45]([NH:60][O:59][CH:54]2[CH2:55][CH2:56][CH2:57][CH2:58][O:53]2)=[O:46])[O:39][N:38]=1. Procedure details: N,N-Dimethy-4-aminopyridine (0.04 g, 0.3 mmol, 0.3 equiv), N-ethyl-N-isopropylpropan-2-amine (0.89 mL, 5.2 mmol, 4.5 equiv), T3P® (50% w/w solution in ethyl acetate, 2.7 mL, 4.5 mmol, 4.0 equiv), and (2R)-4-[3-(2-fluoro-3-methoxyphenyl)isoxazol-5-yl]-2-methyl-2-(methylsulfonyl)butanoic acid (0.42 g, 1.1 mmol, 1.0 equiv) were allowed to stir at room temperature for 30 min. A solution of O-(tetrahydro-2H-pyran-2-yl)hydroxylamine (0.15 g, 1.2 mmol, 1.2 equiv) in ethyl acetate (12 mL) was added, and... Starting materials: CCCC[Sn](CCCC)(CCCC)C(=CCN(OCc1ccccc1)C(C)=O)P(=O)(OCC)OCC, CCOC(C)=O, CN1CCCC1=O, [Cu]I, FC(F)(F)c1ccc(I)cc1, c1coc(P(c2ccco2)c2ccco2)c1. Product: CCOP(=O)(OCC)C(=CCN(OCc1ccccc1)C(C)=O)c1ccc(C(F)(F)F)cc1. Reaction SMILES: [C:17]([CH3:18])(=[O:19])[N:20]([O:21][CH2:22][c:23]1[cH:24][cH:25][cH:26][cH:27][cH:28]1)[CH2:29][CH:30]=[C:31]([Sn:32]([CH2:33][CH2:34][CH2:35][CH3:36])([CH2:37][CH2:38][CH2:39][CH3:40])[CH2:41][CH2:42][CH2:43][CH3:44])[P:45]([O:46][CH2:47][CH3:48])([O:49][CH2:50][CH3:51])=[O:52].[CH3:64][CH2:65][O:66][C:67]([CH3:68])=[O:69].[CH3:70][N:71]1[CH2:72][CH2:73][CH2:74][C:75]1=[O:76].[Cu:77][I:78].[I:53][c:54]1[cH:55][cH:56][c:57]([C:60]([F:61])([F:62])[F:63])[cH:58][cH:59]1.[o:1]1[cH:2][cH:3][cH:4][c:5]1[P:6]([c:7]1[o:8][cH:9][cH:10][cH:11]1)[c:12]1[o:13][cH:14][cH:15][cH:16]1>>[C:17]([CH3:18])(=[O:19])[N:20]([O:21][CH2:22][c:23]1[cH:24][cH:25][cH:26][cH:27][cH:28]1)[CH2:29][CH:30]=[C:31]([P:45]([O:46][CH2:47][CH3:48])([O:49][CH2:50][CH3:51])=[O:52])[c:54]1[cH:55][cH:56][c:57]([C:60]([F:61])([F:62])[F:63])[cH:58][cH:59]1. Reaction SMILES: [CH2:46]([Cl:47])[CH2:48][Cl:49].[CH3:2][n:3]1[c:4]2[c:5]([c:6]3[cH:7][cH:8][cH:9][cH:10][c:11]13)[CH2:12][CH2:13][NH:14][CH2:15]2.[CH:37]([N:38]([CH:39]([CH3:40])[CH3:41])[CH2:42][CH3:43])([CH3:44])[CH3:45].[ClH:1].[NH2:16][c:17]1[cH:18][cH:19][cH:20][c:21]([C:23]([OH:24])=[O:25])[cH:22]1.[O:50]=[CH:51][N:52]([CH3:53])[CH3:54].[OH2:26].[OH2:55].[OH:27][n:28]1[c:29]2[cH:30][cH:31][cH:32][cH:33][c:34]2[n:35][n:36]1>>[CH3:2][n:3]1[c:4]2[c:5]([c:6]3[cH:7][cH:8][cH:9][cH:10][c:11]13)[CH2:12][CH2:13][N:14]([C:23]([c:21]1[cH:20][cH:19][cH:18][c:17]([NH2:16])[cH:22]1)=[O:24])[CH2:15]2. Product: Cn1c2c(c3ccccc31)CCN(C(=O)c1cccc(N)c1)C2. The reactants are ClCCCl, Cn1c2c(c3ccccc31)CCNC2, CCN(C(C)C)C(C)C, Cl, Nc1cccc(C(=O)O)c1, CN(C)C=O, O, O, On1nnc2ccccc21.